From a dataset of the Open Reaction Database (ORD), a public repository of structured organic reaction records. describe an organic reaction: reactants, conditions, products, and yield Starting materials: C(C)(=O)SCCC(=O)N1[C@H](C(=O)O)CCC1 (1-(3-Acetylthiopropanoyl)-L-proline), thiol. Run in N (ammonia). Yields the product SCCC(=O)N1[C@H](C(=O)O)CCC1 (1-(3-mercaptopropanoyl)-L-proline). Reaction SMILES: C([S:4][CH2:5][CH2:6][C:7]([N:9]1[CH2:16][CH2:15][CH2:14][C@H:10]1[C:11]([OH:13])=[O:12])=[O:8])(=O)C>N>[SH:4][CH2:5][CH2:6][C:7]([N:9]1[CH2:16][CH2:15][CH2:14][C@H:10]1[C:11]([OH:13])=[O:12])=[O:8]. Procedure details: 1-(3-Acetylthiopropanoyl)-L-proline (0.8 g.) is dissolved in 5.5 N methanolic ammonia (5 ml.) and the solution kept under argon at room temperature. After 2 hours the solvent is removed in vacuo, the residue is dissolved in water and applied to an ion exchange column on the H+ cycle [Dowex 50(Analytical grade)] and eluted with water. The fractions that give thiol positive reaction are pooled and concentrated to dryness, yield 0.6 g. This product is crystallized from ethyl acetate-hexane as in Pr...